This data is from the Open Reaction Database (ORD), a public repository of structured organic reaction records. The task is: describe an organic reaction: reactants, conditions, products, and yield Procedure details: To a solution of 3-(2,4-diphenylamino-pyrimidin-5-yl)-2-(2-dimethoxy-phenyl propionic acid methyl ester (181.8 mg, 0.40 mmol) (from Example 7b supra) was added 5% concentrated sulfuric acid in glacial acetic acid (3 mL) in one portion. The reaction mixture was heated at 110° C. for 3 hours. After cooling, the reaction mixture was diluted with ethyl acetate (100 mL) and quenched with 2 N aqueous sodium hydroxide solution. The organic layer was separated and successively washed with water (30 mL) ... Product: COC1=C(C=CC=C1)C1CC2=C(N=C(N=C2)NC2=CC=CC=C2)N(C1=O)C1=CC=CC=C1 (6-(2-methoxy-phenyl)-8-phenyl-2-phenylamino-5,8-dihydro-6H-pyrido[2,3-d]pyrimidin-7-one). The reactants are COC(C(CC=1C(=NC(=NC1)NC1=CC=CC=C1)NC1=CC=CC=C1)C1=C(C=CC=C1)OC)=O (3-(2,4-diphenylamino-pyrimidin-5-yl)-2-(2-methoxy-phenyl) propionic acid methyl ester), S(O)(O)(=O)=O (sulfuric acid). Run at temperature 110 celsius. Run in C(C)(=O)O (acetic acid), C(C)(=O)OCC (ethyl acetate). As a reaction SMILES: C[O:2][C:3](=O)[CH:4]([C:26]1[CH:31]=[CH:30][CH:29]=[CH:28][C:27]=1[O:32][CH3:33])[CH2:5][C:6]1[C:7]([NH:19][C:20]2[CH:25]=[CH:24][CH:23]=[CH:22][CH:21]=2)=[N:8][C:9]([NH:12][C:13]2[CH:18]=[CH:17][CH:16]=[CH:15][CH:14]=2)=[N:10][CH:11]=1.S(=O)(=O)(O)O>C(O)(=O)C.C(OCC)(=O)C>[CH3:33][O:32][C:27]1[CH:28]=[CH:29][CH:30]=[CH:31][C:26]=1[CH:4]1[C:3](=[O:2])[N:19]([C:20]2[CH:25]=[CH:24][CH:23]=[CH:22][CH:21]=2)[C:7]2[N:8]=[C:9]([NH:12][C:13]3[CH:18]=[CH:17][CH:16]=[CH:15][CH:14]=3)[N:10]=[CH:11][C:6]=2[CH2:5]1. Reactants: CN1CCNCC1 (1-methylpiperazine), BrNC=1SC=NN1 (bromo-[1,3,4]thiadiazol-2-ylamine). Run in C(CC)O (n-propanol). Product: CN1CCN(CC1)C1=NN=C(S1)N (5-(4-Methyl-piperazin-1-yl)-[1,3,4]thiadiazol-2-ylamine). Reaction SMILES: [CH3:1][N:2]1[CH2:7][CH2:6][NH:5][CH2:4][CH2:3]1.Br[NH:9][C:10]1[S:11][CH:12]=[N:13][N:14]=1>C(O)CC>[CH3:1][N:2]1[CH2:7][CH2:6][N:5]([C:12]2[S:11][C:10]([NH2:9])=[N:14][N:13]=2)[CH2:4][CH2:3]1. Procedure details: A mixture of 1-methylpiperazine (0.742 ml, 6.6 mmol) and bromo-[1,3,4]thiadiazol-2-ylamine (63a) (0.60 g, 3.3 mmol) in n-propanol (15 ml) is heated at reflux for 6 hours. After cooling to room temperature the solvent is removed and the residue is trituated with ethyl acetate and methanol to afford the required compound as a pink solid. The reactants are 2D, C(#N)C=1C=C(C=CC1)NC(=O)OCCC1=C(C=C(C=C1)B(O)O)C (4-(2-(3-cyanophenylcarbamoyloxy)ethyl)-3-methylphenylboronic acid), NC=1C=C2C=CN=C(C2=CC1)N(C(=O)OC(C)(C)C)C(=O)OC(C)(C)C (6-Amino-1-(di-tert-butoxycarbonylamino)isoquinoline), O.C(C=O)(=O)O (glyoxylic acid monohydrate). Yields the product C(C)(C)(C)OC(=O)N(C1=NC=CC2=CC(=CC=C12)NC(C(=O)O)C1=CC(=C(C=C1)CCOC(NC1=CC(=CC=C1)C#N)=O)C)C(=O)OC(C)(C)C (2-(1-(bis(tert-butoxycarbonyl)amino)isoquinolin-6-ylamino)-2-(4-(2-(3-cyanophenylcarbamoyloxy)ethyl)-3-methylphenyl)acetic acid). Reaction SMILES: [C:1]([C:3]1[CH:4]=[C:5]([NH:9][C:10]([O:12][CH2:13][CH2:14][C:15]2[CH:20]=[CH:19][C:18](B(O)O)=[CH:17][C:16]=2[CH3:24])=[O:11])[CH:6]=[CH:7][CH:8]=1)#[N:2].[NH2:25][C:26]1[CH:27]=[C:28]2[C:33](=[CH:34][CH:35]=1)[C:32]([N:36]([C:44]([O:46][C:47]([CH3:50])([CH3:49])[CH3:48])=[O:45])[C:37]([O:39][C:40]([CH3:43])([CH3:42])[CH3:41])=[O:38])=[N:31][CH:30]=[CH:29]2.O.[C:52]([OH:56])(=[O:55])[CH:53]=O>>[C:47]([O:46][C:44]([N:36]([C:37]([O:39][C:40]([CH3:41])([CH3:42])[CH3:43])=[O:38])[C:32]1[C:33]2[C:28](=[CH:27][C:26]([NH:25][CH:53]([C:18]3[CH:19]=[CH:20][C:15]([CH2:14][CH2:13][O:12][C:10](=[O:11])[NH:9][C:5]4[CH:6]=[CH:7][CH:8]=[C:3]([C:1]#[N:2])[CH:4]=4)=[C:16]([CH3:24])[CH:17]=3)[C:52]([OH:56])=[O:55])=[CH:35][CH:34]=2)[CH:29]=[CH:30][N:31]=1)=[O:45])([CH3:50])([CH3:49])[CH3:48] |f:2.3|. Procedure details: Using a procedure analogous to that used to prepare 2D, 30D (420 mg, 1.30 mmol) was reacted with Intermediate 1 and glyoxylic acid monohydrate to afford 30E (308 mg) as a tan solid. MS (ESI) m/z 696.15 (M+H)+. Starting materials: COC1=CC=C(C(=O)NC=2C(=CC=CC2)NC(=O)C2CCNCC2)C=C1 (N1-(4-methoxybenzoyl)-N2-(piperidin-4-ylcarbonyl)-1,2-benzenediamine), C(C1=CC=CC=C1)OC1=CC=C(C=O)C=C1 (4-benzyloxybenzaldehyde). Yields the product COC1=CC=C(C(=O)NC=2C(=CC=CC2)NC(=O)C2CCN(CC2)CC2=CC=C(C=C2)OCC2=CC=CC=C2)C=C1 (N1-(4-Methoxybenzoyl)-N2-[1-(4-benzyloxybenzyl)piperidin-4-ylcarbonyl]-1,2-benzenediamine). RXN SMILES: [CH3:1][O:2][C:3]1[CH:26]=[CH:25][C:6]([C:7]([NH:9][C:10]2[C:11]([NH:16][C:17]([CH:19]3[CH2:24][CH2:23][NH:22][CH2:21][CH2:20]3)=[O:18])=[CH:12][CH:13]=[CH:14][CH:15]=2)=[O:8])=[CH:5][CH:4]=1.[CH2:27]([O:34][C:35]1[CH:42]=[CH:41][C:38]([CH:39]=O)=[CH:37][CH:36]=1)[C:28]1[CH:33]=[CH:32][CH:31]=[CH:30][CH:29]=1>>[CH3:1][O:2][C:3]1[CH:4]=[CH:5][C:6]([C:7]([NH:9][C:10]2[C:11]([NH:16][C:17]([CH:19]3[CH2:20][CH2:21][N:22]([CH2:39][C:38]4[CH:41]=[CH:42][C:35]([O:34][CH2:27][C:28]5[CH:33]=[CH:32][CH:31]=[CH:30][CH:29]=5)=[CH:36][CH:37]=4)[CH2:23][CH2:24]3)=[O:18])=[CH:12][CH:13]=[CH:14][CH:15]=2)=[O:8])=[CH:25][CH:26]=1. Reported procedure: Using the general procedure described in Example 3, N1-(4-methoxybenzoyl)-N2-(piperidin-4-ylcarbonyl)-1,2-benzenediamine (0.070 mmol) was reacted with 4-benzyloxybenzaldehyde to provide 40 mg of the title product as the free base. Treatment with hydrochloric acid and concentration in vacuo yielded the salt of the title compound. Starting materials: COc1cc(C=C2NC(=O)NC2=O)cc(OC)c1OC, [Na+], [OH-]. The product is COc1cc(CC2NC(=O)NC2=O)cc(OC)c1OC. RXN SMILES: [CH3:1][O:2][c:3]1[cH:4][c:5]([CH:6]=[C:7]2[C:8](=[O:13])[NH:9][C:10](=[O:12])[NH:11]2)[cH:14][c:15]([O:19][CH3:20])[c:16]1[O:17][CH3:18].[Na+:22].[OH-:21]>>[CH3:1][O:2][c:3]1[cH:4][c:5]([CH2:6][CH:7]2[C:8](=[O:13])[NH:9][C:10](=[O:12])[NH:11]2)[cH:14][c:15]([O:19][CH3:20])[c:16]1[O:17][CH3:18]. Starting materials: OC1=CC=C(C=C1)[C@@H]([C@H](C)N1CCC(CC1)(C1=CC=CC=C1)O)O ((1S,2S)-1-(4-hydroxyphenyl)-2-(4-hydroxy-4-phenylpiperidin-1-yl)-1-propanol), C(=O)([O-])C(O)C(O)C(=O)[O-] (tartrate). The product is OC1=CC=C(C=C1)C(C(C)N1CCC(CC1)(C1=CC=CC=C1)O)O (racemic 1-(4-hydroxyphenyl)-2-(4-hydroxy-4-phenylpiperidin-1-yl)-1-propanol). Reaction SMILES: [OH:1][C:2]1[CH:7]=[CH:6][C:5]([C@H:8]([OH:24])[C@@H:9]([N:11]2[CH2:16][CH2:15][C:14]([OH:23])([C:17]3[CH:22]=[CH:21][CH:20]=[CH:19][CH:18]=3)[CH2:13][CH2:12]2)[CH3:10])=[CH:4][CH:3]=1.C(C(C(C([O-])=O)O)O)([O-])=O>>[OH:1][C:2]1[CH:7]=[CH:6][C:5]([CH:8]([OH:24])[CH:9]([N:11]2[CH2:12][CH2:13][C:14]([OH:23])([C:17]3[CH:18]=[CH:19][CH:20]=[CH:21][CH:22]=3)[CH2:15][CH2:16]2)[CH3:10])=[CH:4][CH:3]=1. Procedure details: A preferred compound, (1S,2S)-1-(4-hydroxyphenyl)-2-(4-hydroxy-4-phenylpiperidin-1-yl)-1-propanol ((1S,2S) free base), and its tartrate salt, can be prepared as described in U.S. Pat. No. 5,272,160, referred to above. The resolution of racemic 1-(4-hydroxyphenyl)-2-(4-hydroxy-4-phenylpiperidin-1-yl)-1-propanol to form the (1S,2S) free base and the corresponding (1R,2R) enantiomer can be carried out as described in U.S. provisional patent application entitled "(1S,2S)-1-(4-Hydroxyphenyl)-2-(4-Hyd...